From a dataset of the Open Reaction Database (ORD), a public repository of structured organic reaction records. describe an organic reaction: reactants, conditions, products, and yield The reactants are NC(CCN1CCCCC1)C1=CC=C(C=C1)OC (1-[3-amino-3-(4-methoxyphenyl)propyl]piperidine), N1=C(CC(=O)Cl)C=CC2=CC=CC=C12 (quinaldinoyl chloride). The product is COC1=CC=C(C=C1)C(CCN1CCCCC1)NC(=O)CC1=NC2=CC=CC=C2C=C1 (N-[1-(4-methoxyphenyl)-3-piperidinopropyl]quinaldinamide). The yield is 82.2%. RXN SMILES: [NH2:1][CH:2]([C:11]1[CH:16]=[CH:15][C:14]([O:17][CH3:18])=[CH:13][CH:12]=1)[CH2:3][CH2:4][N:5]1[CH2:10][CH2:9][CH2:8][CH2:7][CH2:6]1.[N:19]1[C:32]2[C:27](=[CH:28][CH:29]=[CH:30][CH:31]=2)[CH:26]=[CH:25][C:20]=1[CH2:21][C:22](Cl)=[O:23]>>[CH3:18][O:17][C:14]1[CH:13]=[CH:12][C:11]([CH:2]([NH:1][C:22]([CH2:21][C:20]2[CH:25]=[CH:26][C:27]3[C:32](=[CH:31][CH:30]=[CH:29][CH:28]=3)[N:19]=2)=[O:23])[CH2:3][CH2:4][N:5]2[CH2:6][CH2:7][CH2:8][CH2:9][CH2:10]2)=[CH:16][CH:15]=1. Procedure: The procedure of Example 1 was repeated using 745 mg (3.0 mmol.) of 1-[3-amino-3-(4-methoxyphenyl)propyl]piperidine and 575 mg (3.0 mmol.) of quinaldinoyl chloride, to obtain 1.03 g (yield: 85%) of the subject compound as a pale yellow oily product. Starting materials: COC1=NC2=C(C=C(C=C2C=C1)N1C=NN=C1)C (2-methoxy-8-methyl-6-(1,2,4-triazol-4-yl)-quinoline), Cl (HCl), methoxy, Cl (HCl). Product: Cl.CC=1C=C(C=C2C=CC(NC12)=O)N1C=NN=C1 (8-methyl-6-(1,2,4-triazol-4-yl)-2-(1H)-quinolone hydrochloride). RXN SMILES: C[O:2][C:3]1[CH:12]=[CH:11][C:10]2[C:5](=[C:6]([CH3:18])[CH:7]=[C:8]([N:13]3[CH:17]=[N:16][N:15]=[CH:14]3)[CH:9]=2)[N:4]=1.[ClH:19]>>[ClH:19].[CH3:18][C:6]1[CH:7]=[C:8]([N:13]2[CH:14]=[N:15][N:16]=[CH:17]2)[CH:9]=[C:10]2[C:5]=1[NH:4][C:3](=[O:2])[CH:12]=[CH:11]2 |f:2.3|. Procedure: The following compound, m.p.>350°, was prepared similarly to the previous Example, starting from 2-methoxy-8-methyl-6-(1,2,4-triazol-4-yl)-quinoline and 5M HCl, except that, after refluxing the methoxy starting material with 5M HCl and cooling, the hydrochloride 1/4 hydrate crystallised out of solution and was filtered off and dried. ##STR60## Procedure: A solution of 37 g of 5-(5-chloropentyl)-imidazo[1,5-a]pyridine, 21.7 g of potassium cyanide and 3 g of dibenzo-18-crown-6 in acetonitrile is heated under reflux for 20 hours. The acetonitrile is evaporated under reduced pressure, the residue is partitioned between water and methylene chloride, and the methylene chloride extract is evaporated to dryness. Treatment of a solution of the residue in ether with ethanolic hydrochloric acid yields 5-(5-cyanopentyl)-imidazo[1,5-a]pyridine hydrochloride ... As a reaction SMILES: [Cl:1][CH2:2][CH2:3][CH2:4][CH2:5][CH2:6][C:7]1[N:12]2[CH:13]=[N:14][CH:15]=[C:11]2[CH:10]=[CH:9][CH:8]=1.[C-:16]#[N:17].[K+].C1OCCOC2C(=CC=CC=2)OCCOCCOC2C(=CC=CC=2)OC1>C(#N)C>[ClH:1].[ClH:1].[C:16]([CH2:2][CH2:3][CH2:4][CH2:5][CH2:6][C:7]1[N:12]2[CH:13]=[N:14][CH:15]=[C:11]2[CH:10]=[CH:9][CH:8]=1)#[N:17] |f:1.2,6.7|. Product: Cl (hydrochloric acid), Cl.C(#N)CCCCCC1=CC=CC=2N1C=NC2 (5-(5-cyanopentyl)-imidazo[1,5-a]pyridine hydrochloride). Reactants: ClCCCCCC1=CC=CC=2N1C=NC2 (5-(5-chloropentyl)-imidazo[1,5-a]pyridine), [C-]#N.[K+] (potassium cyanide), C1COC2=CC=CC=C2OCCOCCOC3=CC=CC=C3OCCO1 (dibenzo-18-crown-6). The solvent is C(C)#N (acetonitrile). Starting materials: Heterocycles, FC(C(=O)O)(F)F (Trifluoroacetic acid), CN1CC=2NC3=CC=CC=C3C2CC1C(=O)OC (methyl 2-methyl-1,2,3,4-tetrahydro-9H-β-carboline-3-carboxylate), COC([C@@H](N)CC1=CNC2=CC=CC=C12)=O (L-tryptophan methyl ester), C=O (paraformaldehyde). Reagents/catalysts: [Pd] (Pd/C), [Pd] (Pd). Run in C=1(C(=CC=CC1)C)C (Xylene), C1(=CC=CC=C1)C (toluene). Conditions: time 1 hour. Yields the product C1=NC(=CC=2C3=CC=CC=C3NC12)C(=O)OC (Methyl 9H-β-carboline-3-carboxylate). Yield: 46.0%. Reaction SMILES: COC(=O)[C@H](CC1C2C(=CC=CC=2)NC=1)N.C=O.FC(F)(F)C(O)=O.C[N:27]1[CH:39]([C:40]([O:42][CH3:43])=[O:41])[CH2:38][C:37]2[C:36]3[C:31](=[CH:32][CH:33]=[CH:34][CH:35]=3)[NH:30][C:29]=2[CH2:28]1>[Pd].C1(C)C(C)=CC=CC=1.C1(C)C=CC=CC=1>[CH:28]1[C:29]2[NH:30][C:31]3[C:36](=[CH:35][CH:34]=[CH:33][CH:32]=3)[C:37]=2[CH:38]=[C:39]([C:40]([O:42][CH3:43])=[O:41])[N:27]=1. Reported procedure: This compound was prepared by a modification of a known procedure (Couts et al., Heterocycles 1984, 22:131). To a mixture of the free base of L-tryptophan methyl ester (161 g, 0.738 mol) and paraformaldehyde (22 g, 0.733 mol) was added toluene (1 L). The mixture was refluxed with efficient mechanical stirring, and the water removed using a Barrett trap. After 1 hour, nearly the theoretical amount of water was collected (13 mL). Trifluoroacetic acid (5 mL, 0.065 mol, 8.8 mol %) was added through ... Starting materials: C(\C=C/C(=O)O)(=O)O.C(\C=C/C(=O)O)(=O)O.N1=C(NC2=C1C=CC=C2)SCCN2CCN(CC2)CC(=O)NC=2C(=NC(=CC2SC)C)SC (2-[4-[2-(benzimidazol-2-ylthio)ethyl]piperazin-1-yl]-N-[2,4-bis(methylthio)-6-methyl-3-pyridyl]acetamide dimaleate), ClC1=CC(=CC=C1)C(=O)OO (m-chloroperbenzoic acid). Solvent: C(Cl)(Cl)Cl (chloroform), CO (methanol), C(Cl)(Cl)Cl (chloroform). Conditions: time 26 hour. Yields the product N1=C(NC2=C1C=CC=C2)SCCN2CCN(CC2)CC(=O)NC=2C(=NC(=CC2SC)C)S(=O)C (2-[4-[2-(benzimidazol-2-ylthio)ethyl]piperazin-1-yl]-N-[2-methanesulfinyl-6-methyl-4-(methylthio)-3-pyridyl]-acetamide). The yield is 40.1%. Reaction SMILES: C(O)(=O)/C=C\C(O)=[O:5].C(O)(=O)/C=C\C(O)=O.[N:17]1[C:21]2[CH:22]=[CH:23][CH:24]=[CH:25][C:20]=2[NH:19][C:18]=1[S:26][CH2:27][CH2:28][N:29]1[CH2:34][CH2:33][N:32]([CH2:35][C:36]([NH:38][C:39]2[C:40]([S:48][CH3:49])=[N:41][C:42]([CH3:47])=[CH:43][C:44]=2[S:45][CH3:46])=[O:37])[CH2:31][CH2:30]1.ClC1C=CC=C(C(OO)=O)C=1>C(Cl)(Cl)Cl.CO>[N:17]1[C:21]2[CH:22]=[CH:23][CH:24]=[CH:25][C:20]=2[NH:19][C:18]=1[S:26][CH2:27][CH2:28][N:29]1[CH2:30][CH2:31][N:32]([CH2:35][C:36]([NH:38][C:39]2[C:40]([S:48]([CH3:49])=[O:5])=[N:41][C:42]([CH3:47])=[CH:43][C:44]=2[S:45][CH3:46])=[O:37])[CH2:33][CH2:34]1 |f:0.1.2|. Procedure details: To a mixed solution of this amide (500 mg, 0.664 mmol) in chloroform (10 ml) and methanol (2 ml) was added m-chloroperbenzoic acid (213 mg, 1.23 mmol) with ice-cooling, and stirred at room temperature for 26 hours. The reaction solution was diluted with chloroform. The organic layer was washed with a saturated sodium bicarbonate solution and a saturated sodium chloride solution successively, dried over anhydrous sodium sulfate and concentrated in vacuo. The resulting residue was purified by a si... The product is FC1=CC=C(C=C1)N1C=C(C(C2=CC=CC=C12)=O)C(=O)O (1-(4-fluorophenyl)-4-oxo-1,4-dihydroquinoline-3-carboxylic acid). Procedure details: To a solution of intermediate j (5 g, 0.013 mol) dissolved in ethylalcohol (50 ml, 10 v/w) was added 1N NaOH aq (100 ml). The mixture was stirred at room temperature for 3 h. After completion of the reaction, the solvent was evaporated in vacuo, and the residue was poured into water (50 ml) and extracted with CH2Cl2 (150 mL*4). Then the aqueous layer was separated and acidified to pH 6 with 6N aqueous hydrochloric acid, then stirred at room temperature for 0.5 h, and the precipitate was filtered... RXN SMILES: [F:1][C:2]1[CH:7]=[CH:6][C:5]([N:8]2[C:17]3[C:12](=[CH:13][CH:14]=[CH:15][CH:16]=3)[C:11](=[O:18])[C:10]([C:19]([O-:21])=[O:20])=[CH:9]2)=[CH:4][CH:3]=1.[OH-].[Na+]>C(O)C>[F:1][C:2]1[CH:7]=[CH:6][C:5]([N:8]2[C:17]3[C:12](=[CH:13][CH:14]=[CH:15][CH:16]=3)[C:11](=[O:18])[C:10]([C:19]([OH:21])=[O:20])=[CH:9]2)=[CH:4][CH:3]=1 |f:1.2|. Yield: 76.0%. Solvent: C(C)O (ethylalcohol). Reaction conditions: time 3 hour. Starting materials: FC1=CC=C(C=C1)N1C=C(C(C2=CC=CC=C12)=O)C(=O)[O-] (1-(4-fluorophenyl)-4-oxo-1,4-dihydroquinoline-3-carboxylate), [OH-].[Na+] (NaOH).